From a dataset of the Open Reaction Database (ORD), a public repository of structured organic reaction records. describe an organic reaction: reactants, conditions, products, and yield Starting materials: C(C)(C)(C)OC(=O)NCCCOC1=C(C(=O)NC2=C(C=C(C(=O)N(C3=CC=C(C=C3)O)C)C=C2)OC)C=CC=C1 (4-[2-[(3-tert-butoxycarbonylaminoprop-1-yl)oxy]benzoyl]amino-3-methoxy-N-methyl-N-(4-hydroxyphenyl)benzamide), Cl (hydrogen chloride). The solvent is C(Cl)(Cl)Cl (chloroform), C(C)(=O)OCC (ethyl acetate). Run at time 2 hour. The product is Cl.NCCCOC1=C(C(=O)NC2=C(C=C(C(=O)N(C3=CC=C(C=C3)O)C)C=C2)OC)C=CC=C1 (4-[2-[(3-aminoprop-1-yl)oxy]benzoyl]amino-3-methoxy-N-methyl-N-(4-hydroxyphenyl)benzamide hydrochloride). As a reaction SMILES: C(OC([NH:8][CH2:9][CH2:10][CH2:11][O:12][C:13]1[CH:40]=[CH:39][CH:38]=[CH:37][C:14]=1[C:15]([NH:17][C:18]1[CH:34]=[CH:33][C:21]([C:22]([N:24]([CH3:32])[C:25]2[CH:30]=[CH:29][C:28]([OH:31])=[CH:27][CH:26]=2)=[O:23])=[CH:20][C:19]=1[O:35][CH3:36])=[O:16])=O)(C)(C)C.[ClH:41]>C(Cl)(Cl)Cl.C(OCC)(=O)C>[ClH:41].[NH2:8][CH2:9][CH2:10][CH2:11][O:12][C:13]1[CH:40]=[CH:39][CH:38]=[CH:37][C:14]=1[C:15]([NH:17][C:18]1[CH:34]=[CH:33][C:21]([C:22]([N:24]([CH3:32])[C:25]2[CH:30]=[CH:29][C:28]([OH:31])=[CH:27][CH:26]=2)=[O:23])=[CH:20][C:19]=1[O:35][CH3:36])=[O:16] |f:4.5|. Procedure: To a solution of 4-[2-[(3-tert-butoxycarbonylaminoprop-1-yl)oxy]benzoyl]amino-3-methoxy-N-methyl-N-(4-hydroxyphenyl)benzamide (50 mg) in chloroform (3.0 ml) was added a solution of 4N hydrogen chloride in ethyl acetate (1.0 ml) and the mixture was stirred at ambient temperature for 2 hours. The resulting mixture was evaporated in vacuo and the residue was solidified with diethyl ether. Diethyl ether was removed in vacuo to give 4-[2-[(3-aminoprop-1-yl)oxy]benzoyl]amino-3-methoxy-N-methyl-N-(4-hy... Starting materials: ClC1=C(C=CC=C1F)[C@]1(N=C(O[C@@H](C1)C(F)(F)F)NC(C1=CC=CC=C1)=O)C (N-((4S,6S)-4-(2-chloro-3-fluorophenyl)-4-methyl-6-(trifluoromethyl)-5,6-dihydro-4H-1,3-oxazin-2-yl)benzamide), CO (methanol), C1CCC2=NCCCN2CC1 (DBU). Solvent: CCOC(=O)C.CCCCCC (EtOAc hexane). The product is ClC1=C(C=CC=C1F)[C@]1(N=C(O[C@@H](C1)C(F)(F)F)N)C ((4S,6S)-4-(2-chloro-3-fluorophenyl)-4-methyl-6-(trifluoromethyl)-5,6-dihydro-4H-1,3-oxazin-2-amine). Isolated yield 82.6%. As a reaction SMILES: [Cl:1][C:2]1[C:7]([F:8])=[CH:6][CH:5]=[CH:4][C:3]=1[C@:9]1([CH3:28])[CH2:14][C@@H:13]([C:15]([F:18])([F:17])[F:16])[O:12][C:11]([NH:19]C(=O)C2C=CC=CC=2)=[N:10]1.CO.C1CCN2C(=NCCC2)CC1>CCOC(C)=O.CCCCCC>[Cl:1][C:2]1[C:7]([F:8])=[CH:6][CH:5]=[CH:4][C:3]=1[C@:9]1([CH3:28])[CH2:14][C@@H:13]([C:15]([F:18])([F:16])[F:17])[O:12][C:11]([NH2:19])=[N:10]1 |f:3.4|. Procedure details: A solution of N-((4S,6S)-4-(2-chloro-3-fluorophenyl)-4-methyl-6-(trifluoromethyl)-5,6-dihydro-4H-1,3-oxazin-2-yl)benzamide (1.73 g, 4.17 mmol), methanol (25 mL) and DBU (0.798 mL, 5.30 mmol) was stirred at 55° C. overnight. The mixture was concentrated in vacuo, diluted with water and EtOAc. The organic layer was washed with brine, dried over sodium sulfate and concentrated in vacuo. The crude was purified by silica gel chromatography: 0-100% EtOAc-hexane to give (4S,6S)-4-(2-chloro-3-fluorophen...